This data is from the Open Reaction Database (ORD), a public repository of structured organic reaction records. The task is: describe an organic reaction: reactants, conditions, products, and yield The reactants are ClC=1C=C(C(=O)O)C=CC1O (3-chloro-4-hydroxybenzoic acid), C(Cl)(Cl)(Cl)Cl (carbon tetrachloride), C(CCCCCCCC)(=O)Cl (nonanic acid chloride). Solvent: N1=CC=CC=C1 (pyridine). The product is ClC=1C=C(C(=O)O)C=CC1OC(=O)CCCCCCCC (3-chloro-4-octylcarbonyloxybenzoic acid). As a reaction SMILES: [Cl:1][C:2]1[CH:3]=[C:4]([CH:8]=[CH:9][C:10]=1[OH:11])[C:5]([OH:7])=[O:6].C(Cl)(Cl)(Cl)Cl.[C:17](Cl)(=[O:26])[CH2:18][CH2:19][CH2:20][CH2:21][CH2:22][CH2:23][CH2:24][CH3:25]>N1C=CC=CC=1>[Cl:1][C:2]1[CH:3]=[C:4]([CH:8]=[CH:9][C:10]=1[O:11][C:17]([CH2:18][CH2:19][CH2:20][CH2:21][CH2:22][CH2:23][CH2:24][CH3:25])=[O:26])[C:5]([OH:7])=[O:6]. Procedure details: Four point five grams of 3-chloro-4-hydroxybenzoic acid were dispersed in a mixed solvent of 30 ml of carbon tetrachloride and 5 ml of pyridine and then heated. 3.7 g of nonanic acid chloride was dropped into the mixture with refluxing. After heating 3 hours the solvent was removed from the mixture. After decomposing unreacted nonanic acid chloride by adding a small amount of water, the residue was washed with methanol to obtain 3-chloro-4-octylcarbonyloxybenzoic acid (AE). After dispersing the ...